Dataset: the Open Reaction Database (ORD), a public repository of structured organic reaction records. Task: describe an organic reaction: reactants, conditions, products, and yield Reactants: OC1C2=C(SCCC1)C=CS2 (8-hydroxy-5,6,7,8-tetrahydrothieno[3,2-b]thiepin), C(C)(C)N(CC)C(C)C (diisopropylethylamine), COCCOCCl (β-methoxyethoxymethyl chloride). The solvent is C(Cl)Cl (methylene chloride). Reaction conditions: time 117 hour. Product: COCCOCOC1C2=C(SCCC1)C=CS2 (8-(2-methoxyethoxymethoxy)-5,6,7,8-tetrahydrothieno[3,2-b]-thiepin). Isolated yield 81.8%. Reaction SMILES: [OH:1][CH:2]1[CH2:8][CH2:7][CH2:6][S:5][C:4]2[CH:9]=[CH:10][S:11][C:3]1=2.C(N(C(C)C)CC)(C)C.[CH3:21][O:22][CH2:23][CH2:24][O:25][CH2:26]Cl>C(Cl)Cl>[CH3:21][O:22][CH2:23][CH2:24][O:25][CH2:26][O:1][CH:2]1[CH2:8][CH2:7][CH2:6][S:5][C:4]2[CH:9]=[CH:10][S:11][C:3]1=2. Reported procedure: To a solution of 8-hydroxy-5,6,7,8-tetrahydrothieno[3,2-b]thiepin (16.6 g, 0.089 mole) and diisopropylethylamine (18.1 g, 0.14 mole) in methylene chloride (185 ml) was added β-methoxyethoxymethyl chloride (17.5 g, 0.14 mole) over 10 minutes under nitrogen at ambient temperature. The solution was stirred for 117 hours and then washed with cold 0.5N HCl (2×100 ml), saturated sodium bicarbonate solution, twice with water and dried over sodium sulfate. The solvent was evaporated under reduced pressu... The reactants are C(O)([O-])=O.[Na+] (sodium hydrogen-carbonate), C1(=CC=CC=C1)C1CCNCC1 (4-phenyl-piperidine), OC(CCCl)C=1C=C2CCC(NC2=CC1)=O (6-(1-hydroxy-3-chloropropyl)-3,4-dihydrocarbostyril), [I-].[Na+] (sodium iodide). The solvent is C(C)N(CC)CC (triethylamine), CN(C=O)C (dimethylformamide). Conditions: time 7 hour. The product is OC(CCN1CCC(CC1)C1=CC=CC=C1)C=1C=C2CCC(NC2=CC1)=O (6-[1-hydroxy-3-(4-phenyl-1-piperidyl)propyl]-3,4-dihydro-carbostyril). As a reaction SMILES: [OH:1][CH:2]([C:6]1[CH:7]=[C:8]2[C:13](=[CH:14][CH:15]=1)[NH:12][C:11](=[O:16])[CH2:10][CH2:9]2)[CH2:3][CH2:4]Cl.[I-].[Na+].[C:19]1([CH:25]2[CH2:30][CH2:29][NH:28][CH2:27][CH2:26]2)[CH:24]=[CH:23][CH:22]=[CH:21][CH:20]=1.C(=O)([O-])O.[Na+]>CN(C)C=O.C(N(CC)CC)C>[OH:1][CH:2]([C:6]1[CH:7]=[C:8]2[C:13](=[CH:14][CH:15]=1)[NH:12][C:11](=[O:16])[CH2:10][CH2:9]2)[CH2:3][CH2:4][N:28]1[CH2:29][CH2:30][CH:25]([C:19]2[CH:24]=[CH:23][CH:22]=[CH:21][CH:20]=2)[CH2:26][CH2:27]1 |f:1.2,4.5|. Procedure details: 2.6 Grams of 6-(1-hydroxy-3-chloropropyl)-3,4-dihydrocarbostyril and 1.8 g of sodium iodide were mixed in 60 ml of dimethylformamide and the mixture was stirred at a room temperature for 7 hours. Then 2.0 g of triethylamine and 2.5 g of 4-phenyl-piperidine were added to the mixture and stirred at a room temperature for 24 hours. The reaction mixture was poured into 200 ml of 1%-sodium hydrogen-carbonate aqueous solution and was extracted with chloroform. The chloroform layer was washed with wate... Starting materials: O=C1CCC(=O)N1Br, CCCn1ncc2c(=O)[nH]c(-c3ccccc3OCC)nc21, CN(C)C=O. Yields the product CCCn1ncc2c(=O)[nH]c(-c3cc(Br)ccc3OCC)nc21. As a reaction SMILES: [Br:1][N:2]1[C:3](=[O:4])[CH2:5][CH2:6][C:7]1=[O:8].[CH2:9]([CH3:10])[O:11][c:12]1[c:13](-[c:18]2[nH:19][c:20](=[O:30])[c:21]3[c:22]([n:23]2)[n:24]([CH2:27][CH2:28][CH3:29])[n:25][cH:26]3)[cH:14][cH:15][cH:16][cH:17]1.[O:31]=[CH:32][N:33]([CH3:34])[CH3:35]>>[Br:1][c:15]1[cH:14][c:13](-[c:18]2[nH:19][c:20](=[O:30])[c:21]3[c:22]([n:23]2)[n:24]([CH2:27][CH2:28][CH3:29])[n:25][cH:26]3)[c:12]([O:11][CH2:9][CH3:10])[cH:17][cH:16]1.